Dataset: the Open Reaction Database (ORD), a public repository of structured organic reaction records. Task: describe an organic reaction: reactants, conditions, products, and yield Reactants: C[O-].[Na+] (sodium methoxide), Cl (hydrochloric acid), C(C)(=O)OC=1N=C(C=2CCN(C(C2C1OC(C)=O)=O)CC1=CC(=C(C=C1)F)Cl)C(=O)OCC (ethyl 3,4-bis(acetyloxy)-6-(3-chloro-4-fluorobenzyl)-5-oxo-5,6,7,8-tetrahydro-2,6-naphthyridine-1-carboxylate), C[O-].[Na+] (sodium methoxide). Solvent: CO (methanol), CO (methanol), O1CCCC1 (tetrahydrofuran). Conditions: time 8 hour. Product: ClC=1C=C(CN2C(C=3C(=C(N=C(C3CC2)C(=O)OC)O)O)=O)C=CC1F (Methyl 6-(3-chloro-4-fluorobenzyl)-3,4-dihydroxy-5-oxo-5,6,7,8-tetrahydro-2,6-naphthyridine-1-carboxylate). As a reaction SMILES: C([O:4][C:5]1[N:6]=[C:7]([C:29]([O:31][CH2:32]C)=[O:30])[C:8]2[CH2:9][CH2:10][N:11]([CH2:20][C:21]3[CH:26]=[CH:25][C:24]([F:27])=[C:23]([Cl:28])[CH:22]=3)[C:12](=[O:19])[C:13]=2[C:14]=1[O:15]C(=O)C)(=O)C.C[O-].[Na+].Cl>CO.O1CCCC1>[Cl:28][C:23]1[CH:22]=[C:21]([CH:26]=[CH:25][C:24]=1[F:27])[CH2:20][N:11]1[CH2:10][CH2:9][C:8]2[C:7]([C:29]([O:31][CH3:32])=[O:30])=[N:6][C:5]([OH:4])=[C:14]([OH:15])[C:13]=2[C:12]1=[O:19] |f:1.2|. Procedure details: A solution of ethyl 3,4-bis(acetyloxy)-6-(3-chloro-4-fluorobenzyl)-5-oxo-5,6,7,8-tetrahydro-2,6-naphthyridine-1-carboxylate (27.8 g, 58 mmol) and sodium methoxide (41.8 mL, 232 mmol; 30% by weight solution of NaOMe in MeOH) in anhydrous methanol (300 mL) was heated at 40° C. for 5 hours. The volume of the reaction mixture was reduced by a half under vacuum, diluted with anhydrous tetrahydrofuran (400 mL), and treated with an additional solution of sodium methoxide in methanol (33 mL). The reacti... Run in C(Cl)(Cl)Cl (CHCl3). Procedure details: SOCl2 (2 ml) was added to a solution of 3.58 g (13.5 mmol) of 3-(2-quinolinylmethoxy)benzyl alcohol in 100 ml of CHCl3, followed by stirring at room temperature for 24 hours. A small amount of MeOH was added to the reaction mixture and the solvents were distilled off under reduced pressure, whereby the title compound was obtained as white powder. Starting materials: O=S(Cl)Cl (SOCl2), N1=C(C=CC2=CC=CC=C12)COC=1C=C(CO)C=CC1 (3-(2-quinolinylmethoxy)benzyl alcohol), CO (MeOH). Conditions: time 24 hour. Product: N1=C(C=CC2=CC=CC=C12)COC=1C=C(CCl)C=CC1 (3-(2-quinolinylmethoxy)benzyl chloride). RXN SMILES: O=S(Cl)[Cl:3].[N:5]1[C:14]2[C:9](=[CH:10][CH:11]=[CH:12][CH:13]=2)[CH:8]=[CH:7][C:6]=1[CH2:15][O:16][C:17]1[CH:18]=[C:19]([CH:22]=[CH:23][CH:24]=1)[CH2:20]O.CO>C(Cl)(Cl)Cl>[N:5]1[C:14]2[C:9](=[CH:10][CH:11]=[CH:12][CH:13]=2)[CH:8]=[CH:7][C:6]=1[CH2:15][O:16][C:17]1[CH:18]=[C:19]([CH:22]=[CH:23][CH:24]=1)[CH2:20][Cl:3]. Reactants: C1(CC1)N(C(C1=CC=C(C=C1)C1=CN=CO1)=O)C1CCNCC1 (N-cyclopropyl-4-oxazol-5-yl-N-piperidin-4-yl-benzamide), ClC1=NC(=NO1)C1=CC=C(C=C1)OC (5-chloro-3-(4-methoxy-phenyl)-[1,2,4]oxadiazole). Solvent: CN1C(CCC1)=O (N-methylpyrrolidinone). Yields the product C1(CC1)N(C(C1=CC=C(C=C1)C1=CN=CO1)=O)C1CCN(CC1)C1=NC(=NO1)C1=CC=C(C=C1)OC (N-Cyclopropyl-N-{1-[3-(4-methoxy-phenyl)-[1,2,4]oxadiazol-5-yl]-piperidin-4-yl}-4-oxazol-5-yl-benzamide). Reaction SMILES: [CH:1]1([N:4]([CH:18]2[CH2:23][CH2:22][NH:21][CH2:20][CH2:19]2)[C:5](=[O:17])[C:6]2[CH:11]=[CH:10][C:9]([C:12]3[O:16][CH:15]=[N:14][CH:13]=3)=[CH:8][CH:7]=2)[CH2:3][CH2:2]1.Cl[C:25]1[O:29][N:28]=[C:27]([C:30]2[CH:35]=[CH:34][C:33]([O:36][CH3:37])=[CH:32][CH:31]=2)[N:26]=1>CN1CCCC1=O>[CH:1]1([N:4]([CH:18]2[CH2:23][CH2:22][N:21]([C:25]3[O:29][N:28]=[C:27]([C:30]4[CH:35]=[CH:34][C:33]([O:36][CH3:37])=[CH:32][CH:31]=4)[N:26]=3)[CH2:20][CH2:19]2)[C:5](=[O:17])[C:6]2[CH:7]=[CH:8][C:9]([C:12]3[O:16][CH:15]=[N:14][CH:13]=3)=[CH:10][CH:11]=2)[CH2:3][CH2:2]1. Procedure details: The title compound is prepared from N-cyclopropyl-4-oxazol-5-yl-N-piperidin-4-yl-benzamide and 5-chloro-3-(4-methoxy-phenyl)-[1,2,4]oxadiazole following a procedure analogous to that described in Example 19 using N-methylpyrrolidinone as solvent. LC (method 6): tR=1.92 min; Mass spectrum (ESI+): m/z=486 [M+H]+. Reactants: O=C(O)CN1CCCC(c2ccc(F)cc2)(c2ccc(F)cc2)C1=O, Fc1ccc2c(c1)CNC2, O=C(O)CN1CCC(c2ccc(C(F)(F)F)cc2)C1=O, c1ccc(C2(c3ccccc3)CCNC2)cc1. The product is O=C(CN1CCC(c2ccc(C(F)(F)F)cc2)C1=O)N1Cc2ccc(F)cc2C1. RXN SMILES: [F:21][c:22]1[cH:23][cH:24][c:25]([C:26]2([c:27]3[cH:28][cH:29][c:30]([F:31])[cH:32][cH:33]3)[CH2:34][CH2:35][CH2:36][N:37]([CH2:38][C:39]([OH:40])=[O:41])[C:42]2=[O:43])[cH:44][cH:45]1.[F:46][c:47]1[cH:48][c:49]2[c:53]([cH:54][cH:55]1)[CH2:52][NH:51][CH2:50]2.[O:1]=[C:2]1[N:3]([CH2:17][C:18](=[O:19])[OH:20])[CH2:4][CH2:5][CH:6]1[c:7]1[cH:8][cH:9][c:10]([C:13]([F:14])([F:15])[F:16])[cH:11][cH:12]1.[c:56]1([C:57]2([c:58]3[cH:59][cH:60][cH:61][cH:62][cH:63]3)[CH2:64][CH2:65][NH:66][CH2:67]2)[cH:68][cH:69][cH:70][cH:71][cH:72]1>>[O:1]=[C:2]1[N:3]([CH2:17][C:18](=[O:19])[N:51]2[CH2:50][c:49]3[cH:48][c:47]([F:46])[cH:55][cH:54][c:53]3[CH2:52]2)[CH2:4][CH2:5][CH:6]1[c:7]1[cH:8][cH:9][c:10]([C:13]([F:14])([F:15])[F:16])[cH:11][cH:12]1. Product: hygroscopic white solid, [I-].C(C1=CC=CC=C1)N(C(=O)O[C@H]1C[N+]2(CCC1CC2)C)C2=CC=CC=C2 ((R)-3-(N-benzyl-N-phenylcarbamoyloxy)-1-methylquinuclidinium iodide). As a reaction SMILES: [CH2:1]([N:8]([C:12]1[CH:17]=[CH:16][CH:15]=[CH:14][CH:13]=1)[C:9](=[O:11])[O-:10])[C:2]1[CH:7]=[CH:6][CH:5]=[CH:4][CH:3]=1.C[I:19].[CH3:20][C:21]([CH3:23])=O>>[I-:19].[CH2:1]([N:8]([C:12]1[CH:17]=[CH:16][CH:15]=[CH:14][CH:13]=1)[C:9]([O:10][C@@H:21]1[CH:23]2[CH2:13][CH2:12][N+:8]([CH3:9])([CH2:1][CH2:2]2)[CH2:20]1)=[O:11])[C:2]1[CH:3]=[CH:4][CH:5]=[CH:6][CH:7]=1 |f:3.4|. Reactants: C(C1=CC=CC=C1)N(C([O-])=O)C1=CC=CC=C1 (N-benzyl-N-phenylcarbamate), (R)-3-quinuclidyl, CI (methyl iodide), CC(=O)C (acetone). Procedure details: A solution of 300 mg (0.89 mmol) of N-benzyl-N-phenylcarbamate of (R)-3-quinuclidyl (Example 2) and 60 μL of methyl iodide (0.98 mmol) in 9 mL of acetone was refluxed for 2 h. The reaction crude was allowed to cool down at room temperature and the solvent was distilled off under reduced pressure. The obtained solid was broken off with diethyl ether and dried at vacuum at 40° C. to give 480 mg (0.89 mmol) of a hygroscopic white solid corresponding to the title compound. IR (film, cm−1): 1690. The product is O1C(COC2=C1C=CC=C2)COCC2CO2 (1-[(1,4-benzodioxan-2-yl)methoxy]-2,3-epoxypropane). RXN SMILES: [CH2:1]([OH:8])[C:2]1C=CC=C[CH:3]=1.[O:9]1[C:14]2[CH:15]=[CH:16][CH:17]=[CH:18][C:13]=2[O:12][CH2:11][CH:10]1[CH2:19][OH:20]>>[O:9]1[C:14]2[CH:15]=[CH:16][CH:17]=[CH:18][C:13]=2[O:12][CH2:11][CH:10]1[CH2:19][O:20][CH2:3][CH:2]1[O:8][CH2:1]1. Procedure details: In a similar manner to Example (1a), with benzyl alcohol replaced by (1,4-benzodioxan-2-yl)methanol, 1-[(1,4-benzodioxan-2-yl)methoxy]-2,3-epoxypropane is obtained. The latter derivative, when condensed according to Example (1b) with 2-aminoethyl hydrogen sulfate, leads to the derivative of formula: ##STR26## Empirical formula: C18H23NO8Molecular mass: 381.38 Starting materials: C(C1=CC=CC=C1)O (benzyl alcohol), O1C(COC2=C1C=CC=C2)CO ((1,4-benzodioxan-2-yl)methanol). Yields the product COC1=CC=CC(=N1)COC1=CC=C(CC2=NOC(=C2)C=2C(=NC(=CC2)N)N)C=C1 (3-(3-(4-(6-Methoxy-pyridin-2-ylmethoxy)-benzyl)-isoxazol-5-yl)-pyridin-2,6-diamine). As a reaction SMILES: O1CCCC1.[NH2:6][C:7]1[C:12]([C:13]2[O:17][N:16]=[C:15]([CH2:18][C:19]3[CH:24]=[CH:23][C:22]([OH:25])=[CH:21][CH:20]=3)[CH:14]=2)=[CH:11][CH:10]=[C:9]([NH2:26])[N:8]=1.[OH-].[Na+].Cl[CH2:30][C:31]1[CH:36]=[CH:35][CH:34]=[C:33]([O:37][CH3:38])[N:32]=1>CN(C)C=O>[CH3:38][O:37][C:33]1[N:32]=[C:31]([CH2:30][O:25][C:22]2[CH:23]=[CH:24][C:19]([CH2:18][C:15]3[CH:14]=[C:13]([C:12]4[C:7]([NH2:6])=[N:8][C:9]([NH2:26])=[CH:10][CH:11]=4)[O:17][N:16]=3)=[CH:20][CH:21]=2)[CH:36]=[CH:35][CH:34]=1 |f:2.3|. Procedure details: To a tetrahydrofuran (3 mL) solution of 4-(5-(2,6-diamino-pyridin-3-yl)-isoxazol-3-ylmethyl)-phenol (30 mg, 0.11 mmol) described in Manufacturing Example 18-1-1 was added a 5 N sodium hydroxide aqueous solution (21.2 μL, 0.11 mmol), which was dissolved by irradiating ultrasonic wave for 1 minute. The reaction solution was concentrated under a reduced pressure, which gave a white solid. To a mixture of this solid and N,N-dimethylformamide (1 mL) was added an N,N-dimethylformamide (1 mL) solution ... The solvent is CN(C=O)C (N,N-dimethylformamide), CN(C=O)C (N,N-dimethylformamide). Conditions: temperature 60 celsius, time 1 hour. Starting materials: O1CCCC1 (tetrahydrofuran), ClCC1=NC(=CC=C1)OC (2-chloromethyl-6-methoxypyridine), NC1=NC(=CC=C1C1=CC(=NO1)CC1=CC=C(C=C1)O)N (4-(5-(2,6-diamino-pyridin-3-yl)-isoxazol-3-ylmethyl)-phenol), [OH-].[Na+] (sodium hydroxide). Yield: 58.8%.